This data is from the Open Reaction Database (ORD), a public repository of structured organic reaction records. The task is: describe an organic reaction: reactants, conditions, products, and yield Reactants: CCI, CC#N, [O-][N+]1(Cc2ccc(OCC3CC3)cc2)CCC(C(O)(c2ccc(C(F)(F)F)cc2)c2ccc(C(F)(F)F)cc2)CC1. Product: CCO[N+]1(Cc2ccc(OCC3CC3)cc2)CCC(C(O)(c2ccc(C(F)(F)F)cc2)c2ccc(C(F)(F)F)cc2)CC1, [I-]. Reaction SMILES: [CH2:42]([CH3:43])[I:44].[CH3:45][C:46]#[N:47].[CH:1]1([CH2:4][O:5][c:6]2[cH:7][cH:8][c:9]([CH2:12][N+:13]3([O-:41])[CH2:14][CH2:15][CH:16]([C:19]([OH:20])([c:21]4[cH:22][cH:23][c:24]([C:27]([F:28])([F:29])[F:30])[cH:25][cH:26]4)[c:31]4[cH:32][cH:33][c:34]([C:37]([F:38])([F:39])[F:40])[cH:35][cH:36]4)[CH2:17][CH2:18]3)[cH:10][cH:11]2)[CH2:2][CH2:3]1>>[CH:1]1([CH2:4][O:5][c:6]2[cH:7][cH:8][c:9]([CH2:12][N+:13]3([O:41][CH2:42][CH3:43])[CH2:14][CH2:15][CH:16]([C:19]([OH:20])([c:21]4[cH:22][cH:23][c:24]([C:27]([F:28])([F:29])[F:30])[cH:25][cH:26]4)[c:31]4[cH:32][cH:33][c:34]([C:37]([F:38])([F:39])[F:40])[cH:35][cH:36]4)[CH2:17][CH2:18]3)[cH:10][cH:11]2)[CH2:2][CH2:3]1.[I-:44]. Reactants: ClC1=NC=C(C(N1C)=O)OC (2-chloro-5-methoxy-3-methylpyrimidin-4(3H)-one), solution, B(Br)(Br)Br (BBr3). Run in C(Cl)Cl (CH2Cl2), C(Cl)Cl (CH2Cl2). Conditions: temperature 0 celsius, time 1 hour. The product is ClC1=NC=C(C(N1C)=O)O (2-chloro-5-hydroxy-3-methylpyrimidin-4(3H)-one). The yield is 100.4%. RXN SMILES: [Cl:1][C:2]1[N:7]([CH3:8])[C:6](=[O:9])[C:5]([O:10]C)=[CH:4][N:3]=1.B(Br)(Br)Br>C(Cl)Cl>[Cl:1][C:2]1[N:7]([CH3:8])[C:6](=[O:9])[C:5]([OH:10])=[CH:4][N:3]=1. Procedure: To a solution of 1.18 g (6.76 mmol) 2-chloro-5-methoxy-3-methylpyrimidin-4(3H)-one in 35 ml CH2Cl2 was added 47.3 ml (47.3 mmol) of a 1 M solution of BBr3 in CH2Cl2. The reaction mixture was stirred for 1 h, cooled to 0° C., quenched with 100 ml MeOH, and concentrated in vacuo. The solid was suspended in ether, and collected by filtration to give 1.09 g (100% yield) of 2-chloro-5-hydroxy-3-methylpyrimidin-4(3H)-one. LCMS [M+H]+=161.0. The reactants are FeCl3.6H2O, ClCCC(=O)C1=CC=CC=C1 (3-Chloro-1-phenyl-1-propanone), Cl.C(C)OCC (HCl diethyl ether), NC1=CC=C(C(=O)C2=CC=C(C=C2)Cl)C=C1 (4-amino-4'-chlorobenzophenone). The reagents and catalysts are [Cl-].[Cl-].[Zn+2] (ZnCl2). The solvent is C(C)O (ethanol). Conditions: time 15 minute. Yields the product ClC1=CC=C(C=C1)C(=O)C=1C=C2C(=CC=NC2=CC1)C1=CC=CC=C1 ((4-chlorophenyl)(4-phenyl-6-quinolinyl)methanone). The yield is 37.4%. Reaction SMILES: Cl.C(OCC)C.[NH2:7][C:8]1[CH:22]=[CH:21][C:11]([C:12]([C:14]2[CH:19]=[CH:18][C:17]([Cl:20])=[CH:16][CH:15]=2)=[O:13])=[CH:10][CH:9]=1.Cl[CH2:24][CH2:25][C:26]([C:28]1[CH:33]=[CH:32][CH:31]=[CH:30][CH:29]=1)=O>C(O)C.[Cl-].[Cl-].[Zn+2]>[Cl:20][C:17]1[CH:18]=[CH:19][C:14]([C:12]([C:11]2[CH:21]=[C:22]3[C:8](=[CH:9][CH:10]=2)[N:7]=[CH:24][CH:25]=[C:26]3[C:28]2[CH:33]=[CH:32][CH:31]=[CH:30][CH:29]=2)=[O:13])=[CH:15][CH:16]=1 |f:0.1,5.6.7|. Procedure details: HCl/diethyl ether (30.8 ml) was added to a solution of 4-amino-4'-chlorobenzophenone (35 g) in ethanol (250 ml) at room temperature and the mixture was stirred for 15 minutes. FeCl3.6H2O (69.4 g) and then ZnCl2 (2.05 g) were added portionwise and the mixture was stirred at 65° C. for 30 minutes. 3-Chloro-1-phenyl-1-propanone (25.46 g) was added and the mixture was stirred and refluxed for one night. The mixture was poured into ice and extracted with DCM. The organic layer was washed with K2CO3 1... Reactants: ClC1=CC=C(C=C1)NC1=NC=CC=2C(=C(C=CC12)C)N (N1-(4-chlorophenyl)-6-methylisoquinolin-1,5-diamine), C1(CC1)NC=1C2=C(N=CN1)C(=CS2)C(=O)O (4-cyclopropylamino-thieno[3,2-d]pyrimidine-7-carboxylic acid). The product is ClC1=CC=C(C=C1)NC1=NC=CC2=C(C(=CC=C12)C)NC(=O)C1=CSC2=C1N=CN=C2NC2CC2 (N-(1-((4-chlorophenyl)amino)-6-methylisoquinolin-5-yl)-4-(cyclopropylamino)thieno[3,2-d]pyrimidine-7-carboxamide). Yield: 38.5%. RXN SMILES: [Cl:1][C:2]1[CH:7]=[CH:6][C:5]([NH:8][C:9]2[C:18]3[CH:17]=[CH:16][C:15]([CH3:19])=[C:14]([NH2:20])[C:13]=3[CH:12]=[CH:11][N:10]=2)=[CH:4][CH:3]=1.[CH:21]1([NH:24][C:25]2[C:26]3[S:33][CH:32]=[C:31]([C:34](O)=[O:35])[C:27]=3[N:28]=[CH:29][N:30]=2)[CH2:23][CH2:22]1>>[Cl:1][C:2]1[CH:7]=[CH:6][C:5]([NH:8][C:9]2[C:18]3[C:13](=[C:14]([NH:20][C:34]([C:31]4[C:27]5[N:28]=[CH:29][N:30]=[C:25]([NH:24][CH:21]6[CH2:22][CH2:23]6)[C:26]=5[S:33][CH:32]=4)=[O:35])[C:15]([CH3:19])=[CH:16][CH:17]=3)[CH:12]=[CH:11][N:10]=2)=[CH:4][CH:3]=1. Reported procedure: The procedures of <Step 3> of Example 1 were repeated, except for using N1-(4-chlorophenyl)-6-methylisoquinolin-1,5-diamine (0.04 g, 0.14 mmol) and 4-cyclopropylamino-thieno[3,2-d]pyrimidine-7-carboxylic acid (see WO 2011009687, 0.18 mmol) obtained in <Step 2> of Example 1 to obtain the title compound (27 mg, 38%). Reactants: CN(C)C=O, O=C(Cl)C(=O)Cl, O=C(O)c1cc(I)ccc1Cl, ClCCl. Product: O=C(Cl)c1cc(I)ccc1Cl. Reaction SMILES: [CH3:12][N:13]([CH3:14])[CH:15]=[O:16].[Cl:17][C:18]([C:19]([Cl:20])=[O:21])=[O:22].[Cl:1][c:2]1[c:3]([C:4](=[O:5])[OH:6])[cH:7][c:8]([I:11])[cH:9][cH:10]1.[Cl:23][CH2:24][Cl:25]>>[Cl:1][c:2]1[c:3]([C:4](=[O:5])[Cl:17])[cH:7][c:8]([I:11])[cH:9][cH:10]1. The reactants are FC1=CC=C(C=C1)C1CCN(CC1)C1=NC(=NC(=C1C#N)OCC(F)(F)F)SC (4-[4-(4-fluoro-phenyl)-piperidin-1-yl]-2-methylsulfanyl-6-(2,2,2-trifluoro-ethoxy)-pyrimidine-5-carbonitrile), ClC1=CC(=CC=C1)C(=O)OO (3-chloro-perbenzoic acid), FC1=CC=C(C=C1)C1CCN(CC1)C1=NC(=NC(=C1C#N)OCC(F)(F)F)S(=O)(=O)C (4-[4-(4-fluoro-phenyl)-piperidin-1-yl]-2-methanesulfonyl-6-(2,2,2-trifluoro-ethoxy)-pyrimidine-5-carbonitrile), N1=CC(=CC=C1)CN (3-picolylamine). The solvent is O1CCOCC1 (dioxane). Product: FC1=CC=C(C=C1)C1CCN(CC1)C1=NC(=NC(=C1C#N)OCC(F)(F)F)NCC=1C=NC=CC1 (4-[4-(4-fluoro-phenyl)-piperidin-1-yl]-2-[(pyridin-3-ylmethyl)-amino]-6-(2,2,2-trifluoro-ethoxy)-pyrimidine-5-carbonitrile). RXN SMILES: [F:1][C:2]1[CH:7]=[CH:6][C:5]([CH:8]2[CH2:13][CH2:12][N:11]([C:14]3[C:19]([C:20]#[N:21])=[C:18]([O:22][CH2:23][C:24]([F:27])([F:26])[F:25])[N:17]=[C:16](SC)[N:15]=3)[CH2:10][CH2:9]2)=[CH:4][CH:3]=1.ClC1C=CC=C(C(OO)=O)C=1.FC1C=CC(C2CCN(C3C(C#N)=C(OCC(F)(F)F)N=C(S(C)(=O)=O)N=3)CC2)=CC=1.[N:72]1[CH:77]=[CH:76][CH:75]=[C:74]([CH2:78][NH2:79])[CH:73]=1>O1CCOCC1>[F:1][C:2]1[CH:7]=[CH:6][C:5]([CH:8]2[CH2:13][CH2:12][N:11]([C:14]3[C:19]([C:20]#[N:21])=[C:18]([O:22][CH2:23][C:24]([F:27])([F:26])[F:25])[N:17]=[C:16]([NH:79][CH2:78][C:74]4[CH:73]=[N:72][CH:77]=[CH:76][CH:75]=4)[N:15]=3)[CH2:10][CH2:9]2)=[CH:4][CH:3]=1. Reported procedure: In analogy to the procedure described in example 57c, the 4-[4-(4-fluoro-phenyl)-piperidin-1-yl]-2-methylsulfanyl-6-(2,2,2-trifluoro-ethoxy)-pyrimidine-5-carbonitrile was oxidized by 3-chloro-perbenzoic acid to 4-[4-(4-fluoro-phenyl)-piperidin-1-yl]-2-methanesulfonyl-6-(2,2,2-trifluoro-ethoxy)-pyrimidine-5-carbonitrile which was then treated with 3-picolylamine in dioxane at 40° C. during 18 hours to yield the 4-[4-(4-fluoro-phenyl)-piperidin-1-yl]-2-[(pyridin-3-ylmethyl)-amino]-6-(2,2,2-trifluo... RXN SMILES: [CH3:1][O:2][CH:3]([C:4]1([CH3:15])[O:5][c:6]2[c:7]([cH:11][cH:12][cH:13][cH:14]2)[C:8](=[O:10])[CH2:9]1)[O:16][CH3:17].[CH:30]([Cl:31])([Cl:32])[Cl:33].[NH4+:18].[O-:19][N+:20]([O-:21])=[O:22].[OH:23][C:24]([C:25]([F:26])([F:27])[F:28])=[O:29]>>[CH3:1][O:2][CH:3]([C:4]1([CH3:15])[O:5][c:6]2[c:7]([cH:11][c:12]([N+:20](=[O:19])[O-:21])[cH:13][cH:14]2)[C:8](=[O:10])[CH2:9]1)[O:16][CH3:17]. Reactants: COC(OC)C1(C)CC(=O)c2ccccc2O1, ClC(Cl)Cl, [NH4+], O=[N+]([O-])[O-], O=C(O)C(F)(F)F. Yields the product COC(OC)C1(C)CC(=O)c2cc([N+](=O)[O-])ccc2O1. Starting materials: CO, [H][H], Cc1cn(C2CC(O)C(CN=[N+]=[N-])O2)c(=O)[nH]c1=O. Product: Cc1cn(C2CC(O)C(CN)O2)c(=O)[nH]c1=O. RXN SMILES: [CH3:20][OH:21].[H:22][H:23].[N:1](=[N+:2]=[N-:3])[CH2:4][CH:5]1[CH:6]([OH:19])[CH2:7][CH:8]([n:10]2[c:11](=[O:12])[nH:13][c:14](=[O:15])[c:16]([CH3:17])[cH:18]2)[O:9]1>>[NH2:1][CH2:4][CH:5]1[CH:6]([OH:19])[CH2:7][CH:8]([n:10]2[c:11](=[O:12])[nH:13][c:14](=[O:15])[c:16]([CH3:17])[cH:18]2)[O:9]1. Starting materials: CC(C)(C)OC(=O)N1C(Cc2ccc(C(=O)NCCc3ccccn3)cc2)CCC1C(O[Si](C)(C)C(C)(C)C)c1ccccc1, [H-], CI, [Na+], C1CCOC1, O. Yields the product CN(CCc1ccccn1)C(=O)c1ccc(CC2CCC(C(O[Si](C)(C)C(C)(C)C)c3ccccc3)N2C(=O)OC(C)(C)C)cc1. Reaction SMILES: [C:3]([CH3:4])([CH3:5])([CH3:6])[Si:7]([O:8][CH:9]([CH:10]1[N:11]([C:33](=[O:34])[O:35][C:36]([CH3:37])([CH3:38])[CH3:39])[CH:12]([CH2:15][c:16]2[cH:17][cH:18][c:19]([C:22]([NH:23][CH2:24][CH2:25][c:26]3[n:27][cH:28][cH:29][cH:30][cH:31]3)=[O:32])[cH:20][cH:21]2)[CH2:13][CH2:14]1)[c:40]1[cH:41][cH:42][cH:43][cH:44][cH:45]1)([CH3:46])[CH3:47].[H-:2].[I:48][CH3:49].[Na+:1].[O:51]1[CH2:52][CH2:53][CH2:54][CH2:55]1.[OH2:50]>>[C:3]([CH3:4])([CH3:5])([CH3:6])[Si:7]([O:8][CH:9]([CH:10]1[N:11]([C:33](=[O:34])[O:35][C:36]([CH3:37])([CH3:38])[CH3:39])[CH:12]([CH2:15][c:16]2[cH:17][cH:18][c:19]([C:22]([N:23]([CH2:24][CH2:25][c:26]3[n:27][cH:28][cH:29][cH:30][cH:31]3)[CH3:49])=[O:32])[cH:20][cH:21]2)[CH2:13][CH2:14]1)[c:40]1[cH:41][cH:42][cH:43][cH:44][cH:45]1)([CH3:46])[CH3:47].